Dataset: the Open Reaction Database (ORD), a public repository of structured organic reaction records. Task: describe an organic reaction: reactants, conditions, products, and yield Starting materials: CO, CCOC(C)=O, Fc1cc(F)c(C2=CCC3(CC2)OCCO3)cc1F, [H][H]. Product: Fc1cc(F)c(C2CCC3(CC2)OCCO3)cc1F. Reaction SMILES: [CH3:22][OH:23].[CH3:24][CH2:25][O:26][C:27](=[O:28])[CH3:29].[F:1][c:2]1[c:3]([C:10]2=[CH:11][CH2:12][C:13]3([O:14][CH2:15][CH2:16][O:17]3)[CH2:18][CH2:19]2)[cH:4][c:5]([F:9])[c:6]([F:8])[cH:7]1.[H:20][H:21]>>[F:1][c:2]1[c:3]([CH:10]2[CH2:11][CH2:12][C:13]3([O:14][CH2:15][CH2:16][O:17]3)[CH2:18][CH2:19]2)[cH:4][c:5]([F:9])[c:6]([F:8])[cH:7]1. Reactants: NC=1SC=C(N1)CC(=O)OCC (ethyl 2-amino-4-thiazoleacetate), C1(CCCCC1)C[C@@H](C(=O)O)N1C(N[C@H](C1=O)CC1CCCCC1)=O ((S,S)-3-cyclohexyl-2-[4-(cyclohexyl)methyl-2,5-dioxoimidazolidin-1-yl]propanoic acid). Yields the product C(C)OC(CC=1N=C(SC1)NC([C@H](CC1CCCCC1)N1C(N[C@H](C1=O)CC1CCCCC1)=O)=O)=O ((S,S)-[2-[[3-cyclohexyl-2-[4-(cyclohexyl)methyl-2,5-dioxoimidazolidin-1-yl]propanoyl]amino]thiazol-4-yl]acetic Acid Ethyl Ester). As a reaction SMILES: [NH2:1][C:2]1[S:3][CH:4]=[C:5]([CH2:7][C:8]([O:10][CH2:11][CH3:12])=[O:9])[N:6]=1.[CH:13]1([CH2:19][C@H:20]([N:24]2[C:28](=[O:29])[C@H:27]([CH2:30][CH:31]3[CH2:36][CH2:35][CH2:34][CH2:33][CH2:32]3)[NH:26][C:25]2=[O:37])[C:21](O)=[O:22])[CH2:18][CH2:17][CH2:16][CH2:15][CH2:14]1>>[CH2:11]([O:10][C:8](=[O:9])[CH2:7][C:5]1[N:6]=[C:2]([NH:1][C:21](=[O:22])[C@@H:20]([N:24]2[C:28](=[O:29])[C@H:27]([CH2:30][CH:31]3[CH2:36][CH2:35][CH2:34][CH2:33][CH2:32]3)[NH:26][C:25]2=[O:37])[CH2:19][CH:13]2[CH2:14][CH2:15][CH2:16][CH2:17][CH2:18]2)[S:3][CH:4]=1)[CH3:12]. Procedure: By using the conditions described in Step (iv) of Example 17, ethyl 2-amino-4-thiazoleacetate was condensed with (S,S)-3-cyclohexyl-2-[4-(cyclohexyl)methyl-2,5-dioxoimidazolidinyl]propanoic acid [Example 17, Step (iii)] to give the title compound as a colorless foam: EI-HRMS m/e calcd. for C26H38N4O5S (M+) 519.2641, found 519.2620.